From a dataset of the Open Reaction Database (ORD), a public repository of structured organic reaction records. describe an organic reaction: reactants, conditions, products, and yield Reactants: [Li]CCCC (n-BuLi), II (iodine), CN(CCNC)C (N,N,N'-trimethylethylenediamine), [Li]CCCC (n-BuLi), ClC1=CC=C(C(=N1)OC)C=O (6-chloro-2-methoxy-3-pyridinecarboxaldehyde). Run in hexanes, COCCOC (1,2-dimethoxyethane), COCCOC (1,2-dimethoxyethane), COCCOC (1,2-dimethoxyethane). Conditions: temperature -23 celsius, time 20 minute. Product: ClC1=CC(=C(C(=N1)OC)C=O)I (6-Chloro-4-iodo-2-methoxy-3-pyridinecarboxaldehyde). Yield: 51.3%. RXN SMILES: CN(C)CCNC.[Li]CCCC.[Cl:13][C:14]1[N:19]=[C:18]([O:20][CH3:21])[C:17]([CH:22]=[O:23])=[CH:16][CH:15]=1.[I:24]I>COCCOC>[Cl:13][C:14]1[N:19]=[C:18]([O:20][CH3:21])[C:17]([CH:22]=[O:23])=[C:16]([I:24])[CH:15]=1. Procedure: To a solution of N,N,N'-trimethylethylenediamine (2.46 mL, 19.23 mmol) in 15 mL of 1,2-dimethoxyethane at -23° C. was added n-BuLi (9.22 mL, 19.23 mmol), and the solution was stirred at -23° C. for 20 min. The mixture was transferred using a double-tipped needle to a solution of 6-chloro-2-methoxy-3-pyridinecarboxaldehyde (3.0 g, 17.5 mmol) in 40 mL of 1,2-dimethoxyethane at -23° C. After stirring for 15 min, n-BuLi (12.6 mL, 26.2 mmol) was added and the dark mixture was stirred an additional 2 ... The reactants are solid, Cl.Cl.Cl.O1CCC=2C1=C(N=CC2)N2CCN(CC2)CC[C@@H]2CC[C@H](CC2)N (trans-4-{2-[4-(2,3-dihydro-furo[2,3-c]pyridin-7-yl)-piperazin-1-yl]-ethyl}-cyclohexylamine trihydrochloride), Cl.Cl.Cl.O1CCC=2C1=C(N=CC2)N2CCN(CC2)CC[C@@H]2CC[C@H](CC2)N (trans-4-{2-[4-(2,3-dihydro-furo[2,3-c]pyridin-7-yl)-piperazin-1-yl]-ethyl}-cyclohexylamine trihydrochloride), N1=CC=CC2=CC(=CC=C12)C(=O)O (quinoline-6-carboxylic acid). Yields the product O1CCC=2C1=C(N=CC2)N2CCN(CC2)CC[C@@H]2CC[C@H](CC2)NC(=O)C=2C=C1C=CC=NC1=CC2 (Quinoline-6-carboxylic acid trans-(4-{2-[4-(2,3-dihydro-furo[2,3-c]pyridin-7-yl)-piperazin-1-yl]-ethyl}-cyclohexyl)-amide). Reaction SMILES: Cl.Cl.Cl.[O:4]1[C:8]2=[C:9]([N:13]3[CH2:18][CH2:17][N:16]([CH2:19][CH2:20][C@H:21]4[CH2:26][CH2:25][C@H:24]([NH2:27])[CH2:23][CH2:22]4)[CH2:15][CH2:14]3)[N:10]=[CH:11][CH:12]=[C:7]2[CH2:6][CH2:5]1.[N:28]1[C:37]2[C:32](=[CH:33][C:34]([C:38](O)=[O:39])=[CH:35][CH:36]=2)[CH:31]=[CH:30][CH:29]=1>>[O:4]1[C:8]2=[C:9]([N:13]3[CH2:18][CH2:17][N:16]([CH2:19][CH2:20][C@H:21]4[CH2:26][CH2:25][C@H:24]([NH:27][C:38]([C:34]5[CH:33]=[C:32]6[C:37](=[CH:36][CH:35]=5)[N:28]=[CH:29][CH:30]=[CH:31]6)=[O:39])[CH2:23][CH2:22]4)[CH2:15][CH2:14]3)[N:10]=[CH:11][CH:12]=[C:7]2[CH2:6][CH2:5]1 |f:0.1.2.3|. Procedure: The title compound, white solid (80 mg, 66%), MS (ISP) m/z=486.5 [(M+H)+], mp 211.5° C., was prepared in accordance with the general method of example 6 from trans-4-{2-[4-(2,3-dihydro-furo[2,3-c]pyridin-7-yl)-piperazin-1-yl]-ethyl}-cyclohexylamine trihydrochloride (intermediate B) (110 mg, 0.25 mmol) and quinoline-6-carboxylic acid.